This data is from the Open Reaction Database (ORD), a public repository of structured organic reaction records. The task is: describe an organic reaction: reactants, conditions, products, and yield Starting materials: C(CCCCCCC)N=C=O (Octyl isocyanate), N1CCCCC1 (piperidine). The solvent is CC#N (CH3CN). Product: C(=C)C1=C(C=CC=C1)C=C.C=CC1=CC=CC=C1 (styrene-divinylbenzene). RXN SMILES: [CH2:1](N=C=O)[CH2:2][CH2:3][CH2:4][CH2:5][CH2:6][CH2:7][CH3:8].N1CCC[CH2:14][CH2:13]1>CC#N>[CH:2]([C:3]1[CH:4]=[CH:5][CH:6]=[CH:7][C:8]=1[CH:13]=[CH2:14])=[CH2:1].[CH2:1]=[CH:2][C:3]1[CH:8]=[CH:7][CH:6]=[CH:5][CH:4]=1 |f:3.4|. Reported procedure: (NaSO3-Fmoc)4-PBP-2, 10.1 mg, was prepared according to the procedure of Example 8. The protected peptide was dissolved in 0.20 mL DMF and 0.020 mL saturated NaHCO3 pH 8.7; 0.003 mL octyl isocyanate was added and stirred at RT to produce Compound 9P. Octyl isocyanate is commercially available, e.g., from Aldrich (Milwaukee, Wis.). After 45 min at RT 0.020 mL piperidine was added. After 40 min at RT the reaction mixture was diluted with 10 mL 20% CH3CN containing 0.014 mL H2SO4. Product was isola... Reactants: COc1cc2ncnc(Oc3ccc(N)cc3)c2cc1OC, CCO, Cc1ccccc1C(=O)N=C=S, Cc1ccccc1. The product is COc1cc2ncnc(Oc3ccc(NC(=S)NC(=O)c4ccccc4C)cc3)c2cc1OC. As a reaction SMILES: [CH3:1][O:2][c:3]1[cH:4][c:5]2[c:6]([O:15][c:16]3[cH:17][cH:18][c:19]([NH2:20])[cH:21][cH:22]3)[n:7][cH:8][n:9][c:10]2[cH:11][c:12]1[O:13][CH3:14].[CH3:23][CH2:24][OH:25].[CH3:26][c:27]1[c:28]([C:33](=[O:34])[N:35]=[C:36]=[S:37])[cH:29][cH:30][cH:31][cH:32]1.[CH3:38][c:39]1[cH:40][cH:41][cH:42][cH:43][cH:44]1>>[CH3:1][O:2][c:3]1[cH:4][c:5]2[c:6]([O:15][c:16]3[cH:17][cH:18][c:19]([NH:20][C:36]([NH:35][C:33]([c:28]4[c:27]([CH3:26])[cH:32][cH:31][cH:30][cH:29]4)=[O:34])=[S:37])[cH:21][cH:22]3)[n:7][cH:8][n:9][c:10]2[cH:11][c:12]1[O:13][CH3:14]. The reactants are CC1=C(C=C(C=C1)[N+](=O)[O-])N1C(CC(CC1)=O)=O (1-(2-Methyl-5-nitro-phenyl)-piperidine-2,4-dione). The solvent is COC(N(C)C)OC (N,N-Dimethylformamide dimethyl acetal). The product is CN(C)C=C1C(N(CCC1=O)C1=C(C=CC(=C1)[N+](=O)[O-])C)=O (3-Dimethylaminomethylene-1-(2-methyl-5-nitro-phenyl)-piperidine-2,4-dione). As a reaction SMILES: [CH3:1][C:2]1[CH:7]=[CH:6][C:5]([N+:8]([O-:10])=[O:9])=[CH:4][C:3]=1[N:11]1[CH2:16][CH2:15][C:14](=[O:17])[CH2:13][C:12]1=[O:18]>COC(OC)N(C)C>[CH3:3][N:11]([CH:16]=[C:13]1[C:14](=[O:17])[CH2:15][CH2:16][N:11]([C:3]2[CH:4]=[C:5]([N+:8]([O-:10])=[O:9])[CH:6]=[CH:7][C:2]=2[CH3:1])[C:12]1=[O:18])[CH3:12]. Procedure details: A solution of 1-(2-Methyl-5-nitro-phenyl)-piperidine-2,4-dione [100 mg, 0.402 mmol] in N,N-Dimethylformamide dimethyl acetal (DMA.DMF) [1 ml] was heated to reflux for 3 hrs. After cooling to room temperature, reaction mixture was concentrated under vacuum. The crude product obtained was further purified by silica gel chromatography using 30-60% ethylacetate/hexane as eluent to obtain pure desired product i.e., 3-Dimethylaminomethylene-1-(2-methyl-5-nitro-phenyl)-piperidine-2,4-dione [9] as dark ... Reactants: CNC (Dimethylamine), Cl.[N+](=O)([O-])C1=CC=C(C=C1)N1CCC(CC1)C(=O)Cl (1-(4-nitrophenyl)piperidine-4-carboxylic acid chloride hydrochloride). Product: CN(C(=O)C1CCN(CC1)C1=CC=C(C=C1)[N+](=O)[O-])C (1-(4-nitro-phenyl)-piperidine-4-carboxylic acid dimethylamide). Reaction SMILES: [CH3:1][NH:2][CH3:3].Cl.[N+:5]([C:8]1[CH:13]=[CH:12][C:11]([N:14]2[CH2:19][CH2:18][CH:17]([C:20](Cl)=[O:21])[CH2:16][CH2:15]2)=[CH:10][CH:9]=1)([O-:7])=[O:6]>>[CH3:1][N:2]([CH3:3])[C:20]([CH:17]1[CH2:18][CH2:19][N:14]([C:11]2[CH:12]=[CH:13][C:8]([N+:5]([O-:7])=[O:6])=[CH:9][CH:10]=2)[CH2:15][CH2:16]1)=[O:21] |f:1.2|. Reported procedure: Dimethylamine (2.0 M solution in tetrahydrofuran, 2 mL) is added to 1-(4-nitrophenyl)piperidine-4-carboxylic acid chloride hydrochloride (0.15 g, 0.5 mmol). When the combined compounds fully reacted, the reaction mixture is concentrated under reduced pressure, then taken up in methanol. Water is added and the resulting solid is collected to give 1-(4-nitro-phenyl)-piperidine-4-carboxylic acid dimethylamide, which is used without further purification in the subsequent step.